From a dataset of the Open Reaction Database (ORD), a public repository of structured organic reaction records. describe an organic reaction: reactants, conditions, products, and yield Starting materials: C(C)OC(C1=CC=CC=C1)=C1C(NC2=CC=C(C=C12)[N+](=O)[O-])=O (3-(1-ethoxy-1-phenyl-methylidene)-5-nitro-2-indolinone), C(C)OC(=O)C1CCN(CC1)CC1=CC=C(N)C=C1 (4-(4-ethoxycarbonyl-piperidinomethyl)-aniline). The solvent is CN(C)C=O (DMF). Yields the product C(C)OC(=O)C1CCN(CC1)CC1=CC=C(C=C1)N\C(\C1=CC=CC=C1)=C\1/C(NC2=CC=C(C=C12)[N+](=O)[O-])=O ((Z)-3-{1-[4-(4-ethoxycarbonyl-piperidinomethyl)-phenylamino]-1-phenyl-methylidene}-5-nitro-2-indolinone). Reaction SMILES: C(O[C:4](=[C:11]1[C:19]2[C:14](=[CH:15][CH:16]=[C:17]([N+:20]([O-:22])=[O:21])[CH:18]=2)[NH:13][C:12]1=[O:23])[C:5]1[CH:10]=[CH:9][CH:8]=[CH:7][CH:6]=1)C.[CH2:24]([O:26][C:27]([CH:29]1[CH2:34][CH2:33][N:32]([CH2:35][C:36]2[CH:42]=[CH:41][C:39]([NH2:40])=[CH:38][CH:37]=2)[CH2:31][CH2:30]1)=[O:28])[CH3:25]>CN(C=O)C>[CH2:24]([O:26][C:27]([CH:29]1[CH2:30][CH2:31][N:32]([CH2:35][C:36]2[CH:42]=[CH:41][C:39]([NH:40]/[C:4](=[C:11]3\[C:12](=[O:23])[NH:13][C:14]4[C:19]\3=[CH:18][C:17]([N+:20]([O-:22])=[O:21])=[CH:16][CH:15]=4)/[C:5]3[CH:6]=[CH:7][CH:8]=[CH:9][CH:10]=3)=[CH:38][CH:37]=2)[CH2:33][CH2:34]1)=[O:28])[CH3:25]. Procedure: Prepared analogously to Example 89 from 3-(1-ethoxy-1-phenyl-methylidene)-5-nitro-2-indolinone and 4-(4-ethoxycarbonyl-piperidinomethyl)-aniline in DMF. Reactants: O=C(c1cccc(F)c1)c1ccc(O)c(Cl)c1Cl, Cl, NO, c1ccncc1. Yields the product ON=C(c1cccc(F)c1)c1ccc(O)c(Cl)c1Cl. As a reaction SMILES: [Cl:1][c:2]1[c:3]([C:4](=[O:5])[c:6]2[cH:7][c:8]([F:12])[cH:9][cH:10][cH:11]2)[cH:13][cH:14][c:15]([OH:18])[c:16]1[Cl:17].[ClH:19].[NH2:20][OH:21].[cH:22]1[cH:23][cH:24][n:25][cH:26][cH:27]1>>[Cl:1][c:2]1[c:3]([C:4]([c:6]2[cH:7][c:8]([F:12])[cH:9][cH:10][cH:11]2)=[N:20][OH:21])[cH:13][cH:14][c:15]([OH:18])[c:16]1[Cl:17]. Starting materials: C(C)(C)(C)OC(=O)N1CCC2(CC(=NO2)C(=O)O)CC1 (8-(tert-butoxycarbonyl)-1-oxa-2,8-diazaspiro[4.5]dec-2-ene-3-carboxylic acid), C(CCl)Cl (EDC), C=1C=CC2=C(C1)N=NN2O (HOBt), C(CC1=CC=CC=C1)N (phenethylamine), CN(C)C=O (DMF). The solvent is CCOC(=O)C (EtOAc). Run at time 4 hour. Yields the product NC1=C(C=C(C=C1)C1=CC=CC=C1)NC(=O)C=1C=CC(=NC1)N1CCC2(CC(=NO2)C(=O)NCCC2=CC=CC=C2)CC1 (8-(5-{[(4-Aminobiphenyl-3-yl)amino]carbonyl}pyridin-2-yl)-N-(2-phenylethyl)-1-oxa-2,8-diazaspiro[4.5]dec-2-ene-3-carboxamide). As a reaction SMILES: C(O[C:6]([N:8]1[CH2:20][CH2:19][C:11]2([O:15][N:14]=[C:13]([C:16]([OH:18])=O)[CH2:12]2)[CH2:10][CH2:9]1)=O)(C)(C)C.[CH2:21](Cl)[CH2:22]Cl.[CH:25]1[CH:26]=[CH:27][C:28]2[N:33](O)N=[N:31][C:29]=2[CH:30]=1.[CH2:35]([NH2:43])[CH2:36][C:37]1[CH:42]=[CH:41][CH:40]=[CH:39][CH:38]=1.CN([CH:47]=[O:48])C>CCOC(C)=O>[NH2:33][C:28]1[CH:27]=[CH:26][C:25]([C:37]2[CH:42]=[CH:41][CH:40]=[CH:39][CH:38]=2)=[CH:30][C:29]=1[NH:31][C:47]([C:36]1[CH:21]=[CH:22][C:6]([N:8]2[CH2:9][CH2:10][C:11]3([O:15][N:14]=[C:13]([C:16]([NH:43][CH2:35][CH2:36][C:37]4[CH:42]=[CH:41][CH:40]=[CH:39][CH:38]=4)=[O:18])[CH2:12]3)[CH2:19][CH2:20]2)=[N:43][CH:35]=1)=[O:48]. Procedure details: To a solution of 8-(tert-butoxycarbonyl)-1-oxa-2,8-diazaspiro[4.5]dec-2-ene-3-carboxylic acid (300 mg, 1.06 mmol), EDC (242 mg, 1.26 mmol), HOBt (171 mg, 1.26 mmol) in DMF (4 mL) was added phenethylamine (159 μL, 1.26 mmol). After 4 h at room temperature, the reaction mixture was diluted with EtOAc (10 mL) and washed with H2O (1×5 mL) and brine (1×5 mL). The organic layer was dried over Na2SO4, filtered, and concentrated. The crude oil was taken up in CH2Cl2 (4 mL) and treated with TFA (2 mL). T... The reactants are ClS(=O)(=O)O (chlorosulfonic acid), CN1CCC2=CC=CC=C12 (1-methylindoline). Yields the product CN1CCC2=CC(=CC=C12)S(=O)(=O)Cl (1-methyl-5-indolinesulfonyl chloride). RXN SMILES: [Cl:1][S:2]([OH:5])(=O)=[O:3].[CH3:6][N:7]1[C:15]2[C:10](=[CH:11][CH:12]=[CH:13][CH:14]=2)[CH2:9][CH2:8]1>>[CH3:6][N:7]1[C:15]2[C:10](=[CH:11][C:12]([S:2]([Cl:1])(=[O:5])=[O:3])=[CH:13][CH:14]=2)[CH2:9][CH2:8]1. Procedure details: A solution of chlorosulfonic acid at 0° C. (5 mL, 75 mmol) was treated portionwise with 1-methylindoline (CAS No. [824-21-5], 1.96 g, 14.7 mmol), warmed to room temperature, heated at 75° C. for 40 minutes, cooled, and poured onto ice to provide a solid. The solid was collected by suction filtration, washed with water, and dried to provide 927 mg of the desired product. The product is COC=1C=C(C=CC1OC)P(C1=CC=CC=C1)(C1=CC=CC=C1)=O ((3,4-dimethoxyphenyl)diphenylphosphine oxide). Run in CO (methanol), O (water). Procedure: da) 75 g of 3,4-dimethoxyphenyl-diphenylphosphine were taken up in 300 ml of methanol. 29.3 ml of 35% H2O2 solution were added dropwise to the suspension while cooling with an ice bath. The clear yellow solution was stirred at room temperature overnight, then treated with 100 ml of sat. Na2SO3 solution and 30 ml of 1N HCl and stirred for a further 1 hour. The resulting suspension was treated with 150 ml of water and the solution was evaporated on a rotary evaporator in order to remove the majori... As a reaction SMILES: [CH3:1][O:2][C:3]1[CH:4]=[C:5]([P:11]([C:18]2[CH:23]=[CH:22][CH:21]=[CH:20][CH:19]=2)[C:12]2[CH:17]=[CH:16][CH:15]=[CH:14][CH:13]=2)[CH:6]=[CH:7][C:8]=1[O:9][CH3:10].OO.[O-:26]S([O-])=O.[Na+].[Na+].Cl>CO.O>[CH3:1][O:2][C:3]1[CH:4]=[C:5]([P:11](=[O:26])([C:12]2[CH:17]=[CH:16][CH:15]=[CH:14][CH:13]=2)[C:18]2[CH:23]=[CH:22][CH:21]=[CH:20][CH:19]=2)[CH:6]=[CH:7][C:8]=1[O:9][CH3:10] |f:2.3.4|. Reaction conditions: time 8 hour. Starting materials: COC=1C=C(C=CC1OC)P(C1=CC=CC=C1)C1=CC=CC=C1 (3,4-dimethoxyphenyl-diphenylphosphine), OO (H2O2), [O-]S(=O)[O-].[Na+].[Na+] (Na2SO3), Cl (HCl). Starting materials: OO (H2O2), solution, lithium tris (1,2 dimethylpropyl) hydridoborate, C[C@@]12C=CC[C@H]1[C@@H]1CC[C@H]3CC(CC[C@]3(C)[C@H]1CC2)=O (5α-Androst-16-en-3-one), O (water), boranes, [OH-].[Na+] (NaOH). Solvent: C1CCCCC1 (Cyclohexane), CCO (EtOH), C1CCOC1 (THF). Reaction conditions: time 3 hour. Product: C[C@@]12C=CC[C@H]1[C@@H]1CC[C@H]3C[C@@H](CC[C@]3(C)[C@H]1CC2)O (5α-Androst-16-en-3α-ol). Reaction SMILES: [CH3:1][C@:2]12[CH2:19][CH2:18][C@H:17]3[C@@H:7]([CH2:8][CH2:9][C@@H:10]4[C@:15]3([CH3:16])[CH2:14][CH2:13][C:12](=[O:20])[CH2:11]4)[C@@H:6]1[CH2:5][CH:4]=[CH:3]2.O.[OH-].[Na+].OO>C1COCC1.C1CCCCC1.CCO>[CH3:1][C@:2]12[CH2:19][CH2:18][C@H:17]3[C@@H:7]([CH2:8][CH2:9][C@@H:10]4[C@:15]3([CH3:16])[CH2:14][CH2:13][C@@H:12]([OH:20])[CH2:11]4)[C@@H:6]1[CH2:5][CH:4]=[CH:3]2 |f:2.3|. Procedure: This synthesis is depicted in FIG. 1. To a 1M solution of lithium tris (1,2 dimethylpropyl) hydridoborate (c, commercially available from Aldrich, 2.5 ml, 2.5 mmol) at -55°, under N2, was added a solution of ketone 1 (500 mg, 1.84 mmol) in THF (7 ml) and the mixture was allowed to warm up to RT. After 3 h, the mixture was cooled to -55° and hydrolyzed by addition of water (1 ml), followed by EtOH (3 ml). The boranes were oxidized by adding to the mixture at -55° 10% aq. NaOH-solution (5 ml), fol... Starting materials: CC(C=C)C=1C=C(C(=O)C2=CC=CC=C2)C=CC1O (3-(α-methyl-allyl)-4-hydroxybenzophenone), OC1=CC=C(C(=O)C2=CC=CC=C2)C=C1 (4-hydroxybenzophenone), C(C=CC)Br (crotyl bromide), crude product. Yields the product C(C=CC)OC1=CC=C(C(=O)C2=CC=CC=C2)C=C1 (4-crotyloxybenzophenone), oil. The yield is 91.0%. RXN SMILES: [OH:1][C:2]1[CH:15]=[CH:14][C:5]([C:6]([C:8]2[CH:13]=[CH:12][CH:11]=[CH:10][CH:9]=2)=[O:7])=[CH:4][CH:3]=1.[CH2:16](Br)[CH:17]=[CH:18][CH3:19].CC(C1C=C(C=CC=1O)C(C1C=CC=CC=1)=O)C=C>>[CH2:16]([O:1][C:2]1[CH:3]=[CH:4][C:5]([C:6]([C:8]2[CH:13]=[CH:12][CH:11]=[CH:10][CH:9]=2)=[O:7])=[CH:14][CH:15]=1)[CH:17]=[CH:18][CH3:19]. Reported procedure: 4-crotyloxybenzophenone was prepared from 4-hydroxybenzophenone and crotyl bromide using the procedure of Example 23. Through Claisen rearrangement it was converted into 3-(α-methyl-allyl)-4-hydroxybenzophenone. The crude product (10.1 g) was acylated (procedure of Example 1) and purified by chromatography (40:60 hexane-methylene chloride on silica gel) to produce 12.25 g (91%) of oil. The reactants are ClC=1C(=C(C=CC1)[C@H]1[C@@H](N[C@H]([C@]1(C#N)C1=C(C=C(C=C1)Cl)F)CC(C)(C)C)C(=O)NC1=C(C=C(C(=O)O)C=C1)OC)F (4-((2R,3S,4R,5S)-3-(3-chloro-2-fluorophenyl)-4-(4-chloro-2-fluorophenyl)-4-cyano-5-neopentylpyrrolidine-2-carboxamido)-3-methoxybenzoic acid), BrCC(=O)OC(C)(C)C (tert-butyl 2-bromoacetate), C([O-])([O-])=O.[Cs+].[Cs+] (cesium carbonate), CN(C=O)C (dimethyl formamide). The solvent is O (water). Conditions: temperature 50 celsius, time 10 minute. Product: ClC=1C(=C(C=CC1)[C@H]1[C@@H](N[C@H]([C@]1(C#N)C1=C(C=C(C=C1)Cl)F)CC(C)(C)C)C(=O)NC1=C(C=C(C(=O)OCC(=O)OC(C)(C)C)C=C1)OC)F (2-tert-butoxy-2-oxoethyl 4-((2R,3S,4R,5S)-3-(3-chloro-2-fluorophenyl)-4-(4-chloro-2-fluorophenyl)-4-cyano-5-neopentylpyrrolidine-2-carboxamido)-3-methoxybenzoate). Yield: 108.1%. Reaction SMILES: [Cl:1][C:2]1[C:3]([F:42])=[C:4]([C@@H:8]2[C@:12]([C:15]3[CH:20]=[CH:19][C:18]([Cl:21])=[CH:17][C:16]=3[F:22])([C:13]#[N:14])[C@H:11]([CH2:23][C:24]([CH3:27])([CH3:26])[CH3:25])[NH:10][C@H:9]2[C:28]([NH:30][C:31]2[CH:39]=[CH:38][C:34]([C:35]([OH:37])=[O:36])=[CH:33][C:32]=2[O:40][CH3:41])=[O:29])[CH:5]=[CH:6][CH:7]=1.Br[CH2:44][C:45]([O:47][C:48]([CH3:51])([CH3:50])[CH3:49])=[O:46].C(=O)([O-])[O-].[Cs+].[Cs+].CN(C)C=O>O>[Cl:1][C:2]1[C:3]([F:42])=[C:4]([C@@H:8]2[C@:12]([C:15]3[CH:20]=[CH:19][C:18]([Cl:21])=[CH:17][C:16]=3[F:22])([C:13]#[N:14])[C@H:11]([CH2:23][C:24]([CH3:26])([CH3:27])[CH3:25])[NH:10][C@H:9]2[C:28]([NH:30][C:31]2[CH:39]=[CH:38][C:34]([C:35]([O:37][CH2:44][C:45]([O:47][C:48]([CH3:51])([CH3:50])[CH3:49])=[O:46])=[O:36])=[CH:33][C:32]=2[O:40][CH3:41])=[O:29])[CH:5]=[CH:6][CH:7]=1 |f:2.3.4|. Procedure: In a 50 mL pressure tube, 4-((2R,3S,4R,5S)-3-(3-chloro-2-fluorophenyl)-4-(4-chloro-2-fluorophenyl)-4-cyano-5-neopentylpyrrolidine-2-carboxamido)-3-methoxybenzoic acid (prepared as described in US20100152190A1, 1 g, 1.62 mmol), tert-butyl 2-bromoacetate (316 mg, 240 μL, 1.62 mmol) and cesium carbonate (634 mg, 1.95 mmol) were combined with dry dimethyl formamide (10 mL) to give a white suspension. The tube was capped and heated at 50° C. After 10 min, the reaction mixture was cooled down to room ... Starting materials: O=Cc1cc(Br)ccc1O, O=C([O-])[O-], C=CC(C)=O, CCC(C)=O, [K+], [K+]. Yields the product CC(=O)C1=Cc2cc(Br)ccc2OC1. As a reaction SMILES: [Br:1][c:2]1[cH:3][cH:4][c:5]([OH:10])[c:6]([CH:7]=[O:8])[cH:9]1.[C:11](=[O:12])([O-:13])[O-:14].[CH3:17][C:18](=[O:19])[CH:20]=[CH2:21].[CH3:22][CH2:23][C:24](=[O:25])[CH3:26].[K+:15].[K+:16]>>[Br:1][c:2]1[cH:3][cH:4][c:5]2[c:6]([cH:9]1)[CH:7]=[C:20]([C:18]([CH3:17])=[O:19])[CH2:21][O:10]2. The reactants are O=C([O-])[O-], CCI, COc1cc2nccc(Oc3ccc(O)cc3C(C)=O)c2cc1OC, CN(C)C=O, [K+], [K+]. Yields the product CCOc1ccc(Oc2ccnc3cc(OC)c(OC)cc23)c(C(C)=O)c1. RXN SMILES: [C:29](=[O:30])([O-:31])[O-:32].[CH2:26]([CH3:27])[I:28].[CH3:1][O:2][c:3]1[cH:4][c:5]2[c:6]([O:15][c:16]3[c:17]([C:23]([CH3:24])=[O:25])[cH:18][c:19]([OH:22])[cH:20][cH:21]3)[cH:7][cH:8][n:9][c:10]2[cH:11][c:12]1[O:13][CH3:14].[CH3:35][N:36]([CH3:37])[CH:38]=[O:39].[K+:33].[K+:34]>>[CH3:1][O:2][c:3]1[cH:4][c:5]2[c:6]([O:15][c:16]3[c:17]([C:23]([CH3:24])=[O:25])[cH:18][c:19]([O:22][CH2:26][CH3:27])[cH:20][cH:21]3)[cH:7][cH:8][n:9][c:10]2[cH:11][c:12]1[O:13][CH3:14].